From a dataset of the Open Reaction Database (ORD), a public repository of structured organic reaction records. describe an organic reaction: reactants, conditions, products, and yield Starting materials: BrCc1ccccc1, O=Cc1ccc(Br)cc1O, O=C([O-])[O-], [K+], [K+], CN(C)C=O, O. The product is O=Cc1ccc(Br)cc1OCc1ccccc1. As a reaction SMILES: [Br:1][CH2:2][c:3]1[cH:4][cH:5][cH:6][cH:7][cH:8]1.[Br:9][c:10]1[cH:11][c:12]([OH:18])[c:13]([CH:14]=[O:15])[cH:16][cH:17]1.[C:19](=[O:20])([O-:21])[O-:22].[K+:23].[K+:24].[O:26]=[CH:27][N:28]([CH3:29])[CH3:30].[OH2:25]>>[CH2:2]([c:3]1[cH:4][cH:5][cH:6][cH:7][cH:8]1)[O:18][c:12]1[cH:11][c:10]([Br:9])[cH:17][cH:16][c:13]1[CH:14]=[O:15].